Dataset: the Open Reaction Database (ORD), a public repository of structured organic reaction records. Task: describe an organic reaction: reactants, conditions, products, and yield Reactants: FC1=C(C=CC(=C1)F)N1C=C(C(C2=CC(=C(C(=C12)F)F)F)=O)C(=O)O (1-(2,4-difluorophenyl)-6,7,8-trifluoro-1,4- dihydro-4-oxoquinoline-3-carboxylic acid), ClC=1C=C2CNCC2=CC1 (5-chloroisoindoline), C1CCC2=NCCCN2CC1 (DBU). Run in CN(C)C=O (DMF). The product is ClC=1C=C2CN(CC2=CC1)C1=C(C=C2C(C(=CN(C2=C1F)C1=C(C=C(C=C1)F)F)C(=O)O)=O)F (7(5-chloro-2-isoindolinyl)-1-(2,4-difluorophenyl)-6,8- difluoro-1,4-dihydro-4-oxoquinoline-3-carboxylic acid). Yield: 10.2%. RXN SMILES: [F:1][C:2]1[CH:7]=[C:6]([F:8])[CH:5]=[CH:4][C:3]=1[N:9]1[C:18]2[C:13](=[CH:14][C:15]([F:21])=[C:16](F)[C:17]=2[F:19])[C:12](=[O:22])[C:11]([C:23]([OH:25])=[O:24])=[CH:10]1.[Cl:26][C:27]1[CH:28]=[C:29]2[C:33](=[CH:34][CH:35]=1)[CH2:32][NH:31][CH2:30]2.C1CCN2C(=NCCC2)CC1>CN(C=O)C>[Cl:26][C:27]1[CH:28]=[C:29]2[C:33](=[CH:34][CH:35]=1)[CH2:32][N:31]([C:16]1[C:17]([F:19])=[C:18]3[C:13]([C:12](=[O:22])[C:11]([C:23]([OH:25])=[O:24])=[CH:10][N:9]3[C:3]3[CH:4]=[CH:5][C:6]([F:8])=[CH:7][C:2]=3[F:1])=[CH:14][C:15]=1[F:21])[CH2:30]2. Procedure: 178 mg of 1-(2,4-difluorophenyl)-6,7,8-trifluoro-1,4- dihydro-4-oxoquinoline-3-carboxylic acid, 89 mg of 5-chloroisoindoline, 137 mg of DBU, and 1.5 ml of anhydrous DMF were processed in the same manner as in Example 20 to produce 25 mg of the target compound. Starting materials: CS(=O)(=O)OCCN1CCN(c2ccc(C#N)cc2)C1=O, O=C([O-])[O-], CC(C)(C)OC(=O)CN, CN(C)C=O, [K+], [K+]. Yields the product CC(C)(C)OC(=O)CNCCN1CCN(c2ccc(C#N)cc2)C1=O. As a reaction SMILES: [C:1](#[N:2])[c:3]1[cH:4][cH:5][c:6]([N:9]2[C:10](=[O:21])[N:11]([CH2:14][CH2:15][O:16][S:17]([CH3:18])(=[O:19])=[O:20])[CH2:12][CH2:13]2)[cH:7][cH:8]1.[C:22](=[O:23])([O-:24])[O-:25].[C:28]([CH3:29])([CH3:30])([CH3:31])[O:32][C:33]([CH2:34][NH2:35])=[O:36].[CH3:37][N:38]([CH3:39])[CH:40]=[O:41].[K+:26].[K+:27]>>[C:1](#[N:2])[c:3]1[cH:4][cH:5][c:6]([N:9]2[C:10](=[O:21])[N:11]([CH2:14][CH2:15][NH:35][CH2:34][C:33]([O:32][C:28]([CH3:29])([CH3:30])[CH3:31])=[O:36])[CH2:12][CH2:13]2)[cH:7][cH:8]1. Starting materials: O (water), C(C)(C)C1NCCC2=CC=C(C=C12)C1C(C1)C=1C=C2C=CC(=CC2=CC1)C#N (6-(2-(1-isopropyl-1,2,3,4-tetrahydro-7-isoquinolinyl)cyclopropyl)-2-naphthonitrile), C1(CC1)C=O (cyclopropanecarboxaldehyde), C(#N)[BH3-].[Na+] (sodium cyanoborohydride). Run in CO (methanol). Run at time 2 hour. Product: C1(CC1)CN1C(C2=CC(=CC=C2CC1)C1C(C1)C=1C=C2C=CC(=CC2=CC1)C#N)C(C)C (6-(2-(2-(cyclopropylmethyl)-1-isopropyl-1,2,3,4-tetrahydro-7-isoquinolinyl)cyclopropyl)-2-naphthonitrile). RXN SMILES: [CH:1]([CH:4]1[C:13]2[C:8](=[CH:9][CH:10]=[C:11]([CH:14]3[CH2:16][CH:15]3[C:17]3[CH:18]=[C:19]4[C:24](=[CH:25][CH:26]=3)[CH:23]=[C:22]([C:27]#[N:28])[CH:21]=[CH:20]4)[CH:12]=2)[CH2:7][CH2:6][NH:5]1)([CH3:3])[CH3:2].[CH:29]1([CH:32]=O)[CH2:31][CH2:30]1.C([BH3-])#N.[Na+].O>CO>[CH:29]1([CH2:32][N:5]2[CH2:6][CH2:7][C:8]3[C:13](=[CH:12][C:11]([CH:14]4[CH2:16][CH:15]4[C:17]4[CH:18]=[C:19]5[C:24](=[CH:25][CH:26]=4)[CH:23]=[C:22]([C:27]#[N:28])[CH:21]=[CH:20]5)=[CH:10][CH:9]=3)[CH:4]2[CH:1]([CH3:3])[CH3:2])[CH2:31][CH2:30]1 |f:2.3|. Reported procedure: A solution of Example 20A (0.25 g, 0.95 mmol), cyclopropanecarboxaldehyde (71 mL, 0.95 mmol), and sodium cyanoborohydride (119 mg, 1.86 mmol), in methanol (3.5 mL) was heated to 50° C., stirred for 2 hours, cooled to room temperature, and treated with water. The resulting precipitate was collected by filtration, dried, and purified by flash column chromatography with 30% ethyl acetate/hexanes to provide the desired product. The reactants are C(C)OC(CC(=O)N[C@H](C(=O)OC)CC1CCCCC1)=O ((S)-α-[[3-ethoxy-1,3-dioxopropyl]amino]cyclohexanepropanoic acid, methyl ester), [O-]CC.[Na+] (Sodium ethoxide), [Na] (sodium), C(C)OCC (diethyl ether). Solvent: C(C)O (ethanol), C(C)O (ethanol). Yields the product C1(CCCCC1)C[C@H]1C(=C(C(N1)=O)C(=O)OCC)O ((S)-5-(cyclohexylmethyl)-2,5-dihydro-4-hydroxy-2-oxo-1H-pyrrole-3-carboxylic acid, ethyl ester). The yield is 99.8%. Reaction SMILES: [O-]CC.[Na+].[CH2:5]([O:7][C:8](=[O:25])[CH2:9][C:10]([NH:12][C@@H:13]([CH2:18][CH:19]1[CH2:24][CH2:23][CH2:22][CH2:21][CH2:20]1)[C:14]([O:16]C)=O)=[O:11])[CH3:6].C(OCC)C.[Na]>C(O)C>[CH:19]1([CH2:18][C@@H:13]2[NH:12][C:10](=[O:11])[C:9]([C:8]([O:7][CH2:5][CH3:6])=[O:25])=[C:14]2[OH:16])[CH2:24][CH2:23][CH2:22][CH2:21][CH2:20]1 |f:0.1,^1:30|. Procedure: Sodium ethoxide, 21 weight percent in ethanol, 204 g (0.63 mol) (5% less than theory to prevent racemization), is added to a solution of 200 g (0.67 mol) of (S)-α-[[3-ethoxy-1,3-dioxopropyl]amino]cyclohexanepropanoic acid, methyl ester in 650 ml of absolute ethanol. The solution is heated to reflux for 5 minutes, cooled and treated with about 1.5 liters of diethyl ether to precipitate the sodium salt of the product. The mixture is filtered, washed with 500 ml of diethyl ether and then with 100 m... Starting materials: C=CCN(N)C(=O)OC(C)(C)C, Cc1ccccc1, CCN(C(C)C)C(C)C, CCOC(=O)c1cnc(Cl)cc1Cl, C1CCOC1, O. Yields the product C=CCN(Nc1cc(Cl)ncc1C(=O)OCC)C(=O)OC(C)(C)C. RXN SMILES: [CH2:23]([CH:24]=[CH2:25])[N:26]([NH2:27])[C:28](=[O:29])[O:30][C:31]([CH3:32])([CH3:33])[CH3:34].[CH3:41][c:42]1[cH:43][cH:44][cH:45][cH:46][cH:47]1.[CH:1]([N:2]([CH2:3][CH3:4])[CH:5]([CH3:6])[CH3:7])([CH3:8])[CH3:9].[Cl:10][c:11]1[cH:12][c:13]([Cl:22])[n:14][cH:15][c:16]1[C:17](=[O:18])[O:19][CH2:20][CH3:21].[O:36]1[CH2:37][CH2:38][CH2:39][CH2:40]1.[OH2:35]>>[c:11]1([NH:27][N:26]([CH2:23][CH:24]=[CH2:25])[C:28](=[O:29])[O:30][C:31]([CH3:32])([CH3:33])[CH3:34])[cH:12][c:13]([Cl:22])[n:14][cH:15][c:16]1[C:17](=[O:18])[O:19][CH2:20][CH3:21]. Starting materials: ice water, N1CCC(CC1)N1C(=O)CCC2=CC=CC=C12 (1-(4-Piperidinyl)-3,4-dihydrocarbostyril), S(O)(O)(=O)=O (sulfuric acid), [N+](=O)(O)[O-] (nitric acid). Run at time 30 minute. Product: [N+](=O)([O-])C=1C=C2CCC(N(C2=CC1)C1CCNCC1)=O (6-nitro-1-(4-piperidinyl)-3,4-dihydrocarbostyril). RXN SMILES: [NH:1]1[CH2:6][CH2:5][CH:4]([N:7]2[C:17]3[C:12](=[CH:13][CH:14]=[CH:15][CH:16]=3)[CH2:11][CH2:10][C:8]2=[O:9])[CH2:3][CH2:2]1.S(=O)(=O)(O)O.[N+:23]([O-])([OH:25])=[O:24]>>[N+:23]([C:14]1[CH:13]=[C:12]2[C:17](=[CH:16][CH:15]=1)[N:7]([CH:4]1[CH2:5][CH2:6][NH:1][CH2:2][CH2:3]1)[C:8](=[O:9])[CH2:10][CH2:11]2)([O-:25])=[O:24]. Procedure: 1-(4-Piperidinyl)-3,4-dihydrocarbostyril (0.2 g) is added to conc. sulfuric acid (5 ml) and thereto is added fuming nitric acid (0.1 ml) under ice cooling. The mixture is stirred at room temperature for 30 minutes, and then the reaction mixture is poured into ice-water. The mixture is basified and extracted with dichloromethane. The solvent is concentrated to give 6-nitro-1-(4-piperidinyl)-3,4-dihydrocarbostyril (0.2 g). Reactants: Cl (hydrochloric acid), N(=[N+]=[N-])C1=CC=C(C(=O)NCCN2CCN(CC2)C)C=C1 (4-Azido-N-[2-(4-methylpiperazin-1-yl)ethyl]benzamide), O=C(CC(=O)OCC)CCC (ethyl 3-oxohexanoate), [O-]CC.[Na+] (sodium ethoxide). The solvent is C(C)O (ethanol). Reaction conditions: temperature 60 celsius, time 10.5 hour. The product is CN1CCN(CC1)CCNC(=O)C1=CC=C(C=C1)N1N=NC(=C1CCC)C(=O)O (1-[4-({[2-(4-methylpiperazin-1-yl)ethyl]amino}carbonyl)phenyl]-5-propyl-1H-1,2,3-triazole-4-carboxylic acid). Yield: 98.2%. Reaction SMILES: [N:1]([C:4]1[CH:21]=[CH:20][C:7]([C:8]([NH:10][CH2:11][CH2:12][N:13]2[CH2:18][CH2:17][N:16]([CH3:19])[CH2:15][CH2:14]2)=[O:9])=[CH:6][CH:5]=1)=[N+:2]=[N-:3].O=[C:23]([CH2:30][CH2:31][CH3:32])[CH2:24][C:25]([O:27]CC)=[O:26].[O-]CC.[Na+].Cl>C(O)C>[CH3:19][N:16]1[CH2:17][CH2:18][N:13]([CH2:12][CH2:11][NH:10][C:8]([C:7]2[CH:6]=[CH:5][C:4]([N:1]3[C:23]([CH2:30][CH2:31][CH3:32])=[C:24]([C:25]([OH:27])=[O:26])[N:3]=[N:2]3)=[CH:21][CH:20]=2)=[O:9])[CH2:14][CH2:15]1 |f:2.3|. Reported procedure: 4-Azido-N-[2-(4-methylpiperazin-1-yl)ethyl]benzamide obtained in Example 63b) and ethyl 3-oxohexanoate (0.503 ml, 2.99 mmol, 1.25 eq.) were dissolved in ethanol (15 ml), sodium ethoxide (226 mg, 2.99 mmol, 1.25 eq.) was added, and the mixture was stirred at room temperature for 30 min and at 60° C. for 10.5 hr. 1N hydrochloric acid (3.0 ml) was added to the reaction mixture, and the mixture was concentrated. The residue was diluted with acetonitrile (20 ml) and ethanol (40 ml), and the mixture w...